Dataset: the Open Reaction Database (ORD), a public repository of structured organic reaction records. Task: describe an organic reaction: reactants, conditions, products, and yield Reactants: C1CCOC1, COCCOc1cc2c(=O)[nH]c(-c3cccc([N+](=O)[O-])c3)nc2cc1OC, O=C(Cl)C(=O)Cl, CN(C)C=O. Yields the product COCCOc1cc2c(Cl)nc(-c3cccc([N+](=O)[O-])c3)nc2cc1OC. As a reaction SMILES: [CH2:39]1[O:40][CH2:41][CH2:42][CH2:43]1.[CH3:1][O:2][c:3]1[c:4]([O:23][CH2:24][CH2:25][O:26][CH3:27])[cH:5][c:6]2[c:7](=[O:22])[nH:8][c:9](-[c:13]3[cH:14][c:15]([N+:19](=[O:20])[O-:21])[cH:16][cH:17][cH:18]3)[n:10][c:11]2[cH:12]1.[Cl:28][C:29]([C:30]([Cl:31])=[O:32])=[O:33].[O:34]=[CH:35][N:36]([CH3:37])[CH3:38]>>[CH3:1][O:2][c:3]1[c:4]([O:23][CH2:24][CH2:25][O:26][CH3:27])[cH:5][c:6]2[c:7]([Cl:28])[n:8][c:9](-[c:13]3[cH:14][c:15]([N+:19](=[O:20])[O-:21])[cH:16][cH:17][cH:18]3)[n:10][c:11]2[cH:12]1.